This data is from the Open Reaction Database (ORD), a public repository of structured organic reaction records. The task is: describe an organic reaction: reactants, conditions, products, and yield The reactants are N(=NC(=O)OC(C)C)C(=O)OC(C)C (diisopropyl azodicarboxylate), ClC1=CC=C(C=C1)CN1C(=NC2=C1C(CCC2)O)C(C)C (1-[(4-chlorophenyl)methyl]-2-(1-methylethyl)-4,5,6,7-tetrahydro-1H-benzimidazol-7-ol), C(C)OC(=O)C(C(=O)OCC)C(=O)OCC (triethylmethanetricarboxylate), CP(C)C (trimethylphosphine). Run in C1(=CC=CC=C1)C (Toluene), O1CCCC1 (Tetrahydrofuran), C1(=CC=CC=C1)C (Toluene). Reaction conditions: temperature -78 celsius, time 90 minute. Yields the product ClC1=CC=C(C=C1)CN1C(=NC2=C1C(CCC2)C(C(=O)OCC)(C(=O)OCC)C(=O)OCC)C(C)C (Triethyl [1-[(4-chlorophenyl)methyl]-2-(1-methylethyl)-4,5,6,7-tetrahydro-1H-benzimidazol-7-yl]methanetricarboxylate). RXN SMILES: [Cl:1][C:2]1[CH:7]=[CH:6][C:5]([CH2:8][N:9]2[C:13]3[CH:14](O)[CH2:15][CH2:16][CH2:17][C:12]=3[N:11]=[C:10]2[CH:19]([CH3:21])[CH3:20])=[CH:4][CH:3]=1.[CH2:22]([O:24][C:25]([CH:27]([C:33]([O:35][CH2:36][CH3:37])=[O:34])[C:28]([O:30][CH2:31][CH3:32])=[O:29])=[O:26])[CH3:23].CP(C)C.N(C(OC(C)C)=O)=NC(OC(C)C)=O>C1(C)C=CC=CC=1.O1CCCC1>[Cl:1][C:2]1[CH:7]=[CH:6][C:5]([CH2:8][N:9]2[C:13]3[CH:14]([C:27]([C:33]([O:35][CH2:36][CH3:37])=[O:34])([C:25]([O:24][CH2:22][CH3:23])=[O:26])[C:28]([O:30][CH2:31][CH3:32])=[O:29])[CH2:15][CH2:16][CH2:17][C:12]=3[N:11]=[C:10]2[CH:19]([CH3:21])[CH3:20])=[CH:4][CH:3]=1. Reported procedure: To a stirred solution of Intermediate 58 (99 mg) and triethylmethanetricarboxylate (0.14 mL) in anhydrous Toluene (3 mL) and anhydrous Tetrahydrofuran (THF) (3.00 mL) under a nitrogen atmosphere was added trimethylphosphine, 1M in Toluene (0.650 mL). The reaction was then cooled to −78° C. and diisopropyl azodicarboxylate (0.13 mL) added dropwise via syringe over 1 min. The reaction was stirred at −78° C. under an atmosphere of nitrogen for 90 mins before being allowed to warm to ambient tempera... The reactants are CC(C)(C)[O-], FC(F)(F)C1CNCCN1, O=[N+]([O-])c1cc(I)c2occc2c1, [Na+], Cc1ccccc1C. The product is O=[N+]([O-])c1cc(N2CCNC(C(F)(F)F)C2)c2occc2c1. As a reaction SMILES: [CH3:14][C:15]([CH3:16])([O-:17])[CH3:18].[F:20][C:21]([CH:22]1[NH:23][CH2:24][CH2:25][NH:26][CH2:27]1)([F:28])[F:29].[I:1][c:2]1[cH:3][c:4]([N+:11](=[O:12])[O-:13])[cH:5][c:6]2[cH:7][cH:8][o:9][c:10]12.[Na+:19].[c:30]1([CH3:31])[c:32]([CH3:33])[cH:34][cH:35][cH:36][cH:37]1>>[c:2]1([N:26]2[CH2:25][CH2:24][NH:23][CH:22]([C:21]([F:20])([F:28])[F:29])[CH2:27]2)[cH:3][c:4]([N+:11](=[O:12])[O-:13])[cH:5][c:6]2[cH:7][cH:8][o:9][c:10]12. The reactants are C([O-])([O-])=O.[Na+].[Na+] (Sodium carbonate), Cl.N1CCC(CC1)CN1C(CCC1=O)=O (1-[(4-Piperidinyl)methyl]-2,5-pyrrolidinedione hydrochloride), ClC1=NC(=NC=C1)C(F)(F)F (4-chloro-2-(trifluoromethyl)pyrimidine). Run in O (water). The product is O.FC(C1=NC=CC(=N1)N1CCC(CC1)CN1C(CCC1=O)=O)(F)F (1-[[1-[2-(Trifluoromethyl)-4-pyrimidinyl]-4-piperidinyl]methyl]-2,5-pyrrolidinedione hydrate), precipitate. Yield: 73.3%. Reaction SMILES: C(=O)([O-])[O-:2].[Na+].[Na+].Cl.[NH:8]1[CH2:13][CH2:12][CH:11]([CH2:14][N:15]2[C:19](=[O:20])[CH2:18][CH2:17][C:16]2=[O:21])[CH2:10][CH2:9]1.Cl[C:23]1[CH:28]=[CH:27][N:26]=[C:25]([C:29]([F:32])([F:31])[F:30])[N:24]=1>O>[OH2:2].[F:30][C:29]([F:32])([F:31])[C:25]1[N:26]=[C:27]([N:8]2[CH2:9][CH2:10][CH:11]([CH2:14][N:15]3[C:19](=[O:20])[CH2:18][CH2:17][C:16]3=[O:21])[CH2:12][CH2:13]2)[CH:28]=[CH:23][N:24]=1 |f:0.1.2,3.4,7.8|. Reported procedure: Sodium carbonate (30 g, 0.28 mol) was added to a solution of XVIII in water (250 mL). The solution was then vigorously stirred with ice bath cooling as 4-chloro-2-(trifluoromethyl)-pyrimidine (IV, 16.06 g, 88 mmol) was added. The mixture warmed to room temperature over a 24 hr period, and the desired product was formed as a white precipitate (21.76 g, 73.3%, mp: 144°-145° C.) which was collected, washed with water, and dried. Starting materials: CC(C)(C)OC(=O)NCCCCCCCCCCCC(=O)O, O=C(n1ccnc1)n1ccnc1, C1CCOC1, CN(C)CCCN. Yields the product CN(C)CCCNC(=O)CCCCCCCCCCCNC(=O)OC(C)(C)C. Reaction SMILES: [C:1]([CH3:2])([CH3:3])([CH3:4])[O:5][C:6](=[O:7])[NH:8][CH2:9][CH2:10][CH2:11][CH2:12][CH2:13][CH2:14][CH2:15][CH2:16][CH2:17][CH2:18][CH2:19][C:20](=[O:21])[OH:22].[C:23]([n:24]1[cH:25][cH:26][n:27][cH:28]1)([n:29]1[cH:30][cH:31][n:32][cH:33]1)=[O:34].[CH2:42]1[O:43][CH2:44][CH2:45][CH2:46]1.[CH3:35][N:36]([CH2:37][CH2:38][CH2:39][NH2:40])[CH3:41]>>[C:1]([CH3:2])([CH3:3])([CH3:4])[O:5][C:6](=[O:7])[NH:8][CH2:9][CH2:10][CH2:11][CH2:12][CH2:13][CH2:14][CH2:15][CH2:16][CH2:17][CH2:18][CH2:19][C:20](=[O:22])[NH:40][CH2:39][CH2:38][CH2:37][N:36]([CH3:35])[CH3:41]. Starting materials: CC(C)CC(NC(=O)OC(C)(C)C)C(=O)O, COc1ccc(CN2CCNCC2)cc1, O, CC(C)CC(NC(=O)OC(C)(C)C)C(=O)N1CCN(C(c2ccccc2)c2ccccc2)CC1. The product is COc1ccc(CN2CCN(C(=O)C(CC(C)C)NC(=O)OC(C)(C)C)CC2)cc1. As a reaction SMILES: [C:2]([CH3:3])([CH3:4])([CH3:5])[O:6][C:7](=[O:8])[NH:9][CH:10]([CH2:11][CH:12]([CH3:13])[CH3:14])[C:15](=[O:16])[OH:17].[CH3:18][O:19][c:20]1[cH:21][cH:22][c:23]([CH2:26][N:27]2[CH2:28][CH2:29][NH:30][CH2:31][CH2:32]2)[cH:24][cH:25]1.[OH2:1].[c:33]1([CH:34]([c:35]2[cH:36][cH:37][cH:38][cH:39][cH:40]2)[N:41]2[CH2:42][CH2:43][N:44]([C:45]([CH:46]([NH:47][C:48](=[O:49])[O:50][C:51]([CH3:52])([CH3:53])[CH3:54])[CH2:55][CH:56]([CH3:57])[CH3:58])=[O:59])[CH2:60][CH2:61]2)[cH:62][cH:63][cH:64][cH:65][cH:66]1>>[C:2]([CH3:3])([CH3:4])([CH3:5])[O:6][C:7](=[O:8])[NH:9][CH:10]([CH2:11][CH:12]([CH3:13])[CH3:14])[C:15](=[O:17])[N:30]1[CH2:29][CH2:28][N:27]([CH2:26][c:23]2[cH:22][cH:21][c:20]([O:19][CH3:18])[cH:25][cH:24]2)[CH2:32][CH2:31]1.